Dataset: the Open Reaction Database (ORD), a public repository of structured organic reaction records. Task: describe an organic reaction: reactants, conditions, products, and yield Reactants: [OH-].[K+] (Potassium hydroxide), ClC1=C(C=C(C(=O)O)C=C1)CC#N (4-chloro-3-(cyanomethyl)benzoic acid), O (water). Procedure: Potassium hydroxide (1.549 g) in water (15 mL) was added to a suspension of 4-chloro-3-(cyanomethyl)benzoic acid (2.07 g) in ethanol (15 mL) and the resulting solution was heated at reflux for 4 hours, then allowed to cool. The mixture was concentrated in vacuo to remove the ethanol and then diluted with water and washed twice with ethyl acetate. The organic phases were discarded, whilst the aqueous phase was acidified to pH 1 with concentrated hydrochloric acid and extracted twice with ethyl ac... RXN SMILES: [OH-:1].[K+].[Cl:3][C:4]1[CH:12]=[CH:11][C:7]([C:8]([OH:10])=[O:9])=[CH:6][C:5]=1[CH2:13][C:14]#N.[OH2:16]>C(O)C>[C:14]([CH2:13][C:5]1[CH:6]=[C:7]([CH:11]=[CH:12][C:4]=1[Cl:3])[C:8]([OH:10])=[O:9])([OH:16])=[O:1] |f:0.1|. The product is C(=O)(O)CC=1C=C(C(=O)O)C=CC1Cl (3-(Carboxymethyl)-4-chlorobenzoic acid). The solvent is C(C)O (ethanol).